From a dataset of the Open Reaction Database (ORD), a public repository of structured organic reaction records. describe an organic reaction: reactants, conditions, products, and yield Starting materials: ClCCl, Cn1nc(C(F)(F)F)c(CSc2ncco2)c1OC(F)F, O=C(OO)c1cccc(Cl)c1. The product is Cn1nc(C(F)(F)F)c(CS(=O)c2ncco2)c1OC(F)F. RXN SMILES: [Cl:33][CH2:34][Cl:35].[F:1][CH:2]([O:3][c:4]1[c:5]([CH2:14][S:15][c:16]2[o:17][cH:18][cH:19][n:20]2)[c:6]([C:10]([F:11])([F:12])[F:13])[n:7][n:8]1[CH3:9])[F:21].[OH:22][O:23][C:24]([c:25]1[cH:26][c:27]([Cl:28])[cH:29][cH:30][cH:31]1)=[O:32]>>[F:1][CH:2]([O:3][c:4]1[c:5]([CH2:14][S:15]([c:16]2[o:17][cH:18][cH:19][n:20]2)=[O:22])[c:6]([C:10]([F:11])([F:12])[F:13])[n:7][n:8]1[CH3:9])[F:21].